Dataset: the Open Reaction Database (ORD), a public repository of structured organic reaction records. Task: describe an organic reaction: reactants, conditions, products, and yield The reactants are O=C([O-])O, CC(C)c1nc(CCCOCc2ccccc2)n(CCO)c1Sc1cc(Cl)cc(Cl)c1, Cl, [Na+]. As a reaction SMILES: [C:33](=[O:34])([O-:35])[OH:36].[CH2:2]([c:3]1[cH:4][cH:5][cH:6][cH:7][cH:8]1)[O:9][CH2:10][CH2:11][CH2:12][c:13]1[n:14]([CH2:30][CH2:31][OH:32])[c:15]([S:21][c:22]2[cH:23][c:24]([Cl:29])[cH:25][c:26]([Cl:28])[cH:27]2)[c:16]([CH:18]([CH3:19])[CH3:20])[n:17]1.[ClH:1].[Na+:37]>>[OH:9][CH2:10][CH2:11][CH2:12][c:13]1[n:14]([CH2:30][CH2:31][OH:32])[c:15]([S:21][c:22]2[cH:23][c:24]([Cl:29])[cH:25][c:26]([Cl:28])[cH:27]2)[c:16]([CH:18]([CH3:19])[CH3:20])[n:17]1. The product is CC(C)c1nc(CCCO)n(CCO)c1Sc1cc(Cl)cc(Cl)c1. Reactants: FC(C(=O)O)(F)F.ClC=1N=CN(C1)C1=C(C=C(C=C1)NC1=NN2C(C(CC(CC2)=O)C2=CC=C(C=C2)F)=N1)OC (2-(4-(4-chloro-1H-imidazol-1-yl)-3-methoxyphenylamino)-9-(4-fluorophenyl)-8,9-dihydro-5H-[1,2,4]triazolo[1,5-a]azepin-7(6H)-one 2,2,2-trifluoroacetate), C(=O)(C(F)(F)F)O (TFA), CCN(CC)S(F)(F)F (DAST). Run in C(=O)(O)[O-].[Na+] (NaHCO3). Reaction conditions: temperature 0 celsius, time 18 hour. The product is FC(C(=O)O)(F)F.ClC=1N=CN(C1)C1=C(C=C(C=C1)NC1=NN2C(C(CC(CC2)(F)F)C2=CC=C(C=C2)F)=N1)OC (N-(4-(4-chloro-1H-imidazol-1-yl)-3-methoxyphenyl)-7,7-difluoro-9-(4-fluorophenyl)-6,7,8,9-tetrahydro-5H-[1,2,4]triazolo[1,5-a]azepin-2-amine 2,2,2-trifluoroacetate). The yield is 6.0%. Reaction SMILES: [F:1][C:2]([F:7])([F:6])[C:3]([OH:5])=[O:4].[Cl:8][C:9]1[N:10]=[CH:11][N:12]([C:14]2[CH:19]=[CH:18][C:17]([NH:20][C:21]3[N:38]=[C:24]4[CH:25]([C:31]5[CH:36]=[CH:35][C:34]([F:37])=[CH:33][CH:32]=5)[CH2:26]C(=O)C[CH2:29][N:23]4[N:22]=3)=[CH:16][C:15]=2[O:39][CH3:40])[CH:13]=1.CCN(S(F)(F)F)CC.[C:50](O)([C:52]([F:55])(F)[F:53])=O>C([O-])(O)=O.[Na+]>[F:1][C:2]([F:7])([F:6])[C:3]([OH:5])=[O:4].[Cl:8][C:9]1[N:10]=[CH:11][N:12]([C:14]2[CH:19]=[CH:18][C:17]([NH:20][C:21]3[N:38]=[C:24]4[CH:25]([C:31]5[CH:36]=[CH:35][C:34]([F:37])=[CH:33][CH:32]=5)[CH2:26][C:52]([F:55])([F:53])[CH2:50][CH2:29][N:23]4[N:22]=3)=[CH:16][C:15]=2[O:39][CH3:40])[CH:13]=1 |f:0.1,4.5,6.7|. Procedure: To a 10 mL round bottomed flask was added 2-(4-(4-chloro-1H-imidazol-1-yl)-3-methoxyphenylamino)-9-(4-fluorophenyl)-8,9-dihydro-5H-[1,2,4]triazolo[1,5-a]azepin-7(6H)-one (100 mg, 0.214 mmol, from Example 137). The vessel was purged with nitrogen. DCM (1 mL) was added and the solution was cooled to 0° C. DAST (0.071 mL, 0.535 mmol) was added and the stirred reaction mixture was allowed to slowly warm to ambient temperature. After 18 h, saturated aqueous NaHCO3 (200 mL) was carefully added, and th... Starting materials: Cc1cccc(Oc2ccccc2F)c1N, CC(=O)O, Cl, F[B-](F)(F)F, [H+], O=N[O-], [Na+], O. The product is Cc1cccc(Oc2ccccc2F)c1O. RXN SMILES: [CH3:1][c:2]1[c:3]([NH2:4])[c:5]([O:9][c:10]2[c:11]([F:16])[cH:12][cH:13][cH:14][cH:15]2)[cH:6][cH:7][cH:8]1.[CH3:28][C:29](=[O:30])[OH:31].[ClH:17].[F:22][B-:23]([F:24])([F:25])[F:26].[H+:27].[N:18](=[O:19])[O-:20].[Na+:21].[OH2:32]>>[CH3:1][c:2]1[c:3]([OH:19])[c:5]([O:9][c:10]2[c:11]([F:16])[cH:12][cH:13][cH:14][cH:15]2)[cH:6][cH:7][cH:8]1.